describe an organic reaction: reactants, conditions, products, and yield From a dataset of the Open Reaction Database (ORD), a public repository of structured organic reaction records. Reaction SMILES: [Cl:1][C:2]1[C:6]([CH:7]=[O:8])=[CH:5][NH:4][C:3]=1[C:9]([O:11][CH3:12])=[O:10].CC(=CC)C.C1C[O:21]CC1.P([O-])(O)(O)=O.[Na+].Cl([O-])=O.[Na+].C(O)(=O)CC(CC(O)=O)(C(O)=O)O>C(O)(C)(C)C.O.CCOC(C)=O>[Cl:1][C:2]1[C:6]([C:7]([OH:21])=[O:8])=[CH:5][NH:4][C:3]=1[C:9]([O:11][CH3:12])=[O:10] |f:3.4,5.6|. Procedure details: To a solution of methyl 3-chloro-4-formyl-1H-pyrrole-2-carboxylate (0.5 g, 2.67 mmol) dissolved in tert-butanol (25 mL) was added 2-methyl-2-butene/2M in THF (20.26 mL, 40.5 mmol). A solution of sodium dihydrogen phosphate monoH2O (2.57 g, 18.66 mmol) and sodium chlorite (2.170 g, 23.99 mmol) in water (25.00 mL) was added dropwise over a period of 15 min. The solution was stirred at RT for 2.5 h. Aqueous citric acid (10 w/w %) was added until a pH of 4-5 was observed. EtOAc (50 mL) was added, th... Run in CCOC(=O)C (EtOAc), C(C)(C)(C)O (tert-butanol), O (water). Conditions: time 2.5 hour. Yield: 92.0%. Reactants: CC(C)=CC (2-methyl-2-butene), C1CCOC1 (THF), ClC1=C(NC=C1C=O)C(=O)OC (methyl 3-chloro-4-formyl-1H-pyrrole-2-carboxylate), P(=O)(O)(O)[O-].[Na+] (sodium dihydrogen phosphate), Cl(=O)[O-].[Na+] (sodium chlorite), C(CC(O)(C(=O)O)CC(=O)O)(=O)O (citric acid). Yields the product ClC=1C(=CNC1C(=O)OC)C(=O)O (4-chloro-5-[(methyloxy)carbonyl]-1H-pyrrole-3-carboxylic acid).